The task is: describe an organic reaction: reactants, conditions, products, and yield. This data is from the Open Reaction Database (ORD), a public repository of structured organic reaction records. Starting materials: BrCCCCOC1=CC2=C(C(=NS2)C2=CC=C(C=C2)Br)C=C1 (6-(4-Bromo-butoxy)-3-(4-bromo-phenyl)-benzo[d]isothiazole), CC(C)(C#C)N (1,1-dimethylpropargylamine). Product: BrC1=CC=C(C=C1)C1=NSC2=C1C=CC(=C2)OCCCCNC(C#C)(C)C ({4-[3-(4-Bromo-phenyl)-benzo[d]isothiazol-6-yloxy]-butyl}-(1,1-dimethyl-prop-2-ynyl)-amine). As a reaction SMILES: Br[CH2:2][CH2:3][CH2:4][CH2:5][O:6][C:7]1[CH:22]=[CH:21][C:10]2[C:11]([C:14]3[CH:19]=[CH:18][C:17]([Br:20])=[CH:16][CH:15]=3)=[N:12][S:13][C:9]=2[CH:8]=1.[CH3:23][C:24]([NH2:28])([C:26]#[CH:27])[CH3:25]>>[Br:20][C:17]1[CH:18]=[CH:19][C:14]([C:11]2[C:10]3[CH:21]=[CH:22][C:7]([O:6][CH2:5][CH2:4][CH2:3][CH2:2][NH:28][C:24]([CH3:25])([CH3:23])[C:26]#[CH:27])=[CH:8][C:9]=3[S:13][N:12]=2)=[CH:15][CH:16]=1. Reported procedure: According to the method in example 6, 6-(4-Bromo-butoxy)-3-(4-bromo-phenyl)-benzo[d]isothiazole and 1,1-dimethylpropargylamine were converted to yield {4-[3-(4-Bromo-phenyl)-benzo[d]isothiazol-6-yloxy]-butyl}-(1,1-dimethyl-prop-2-ynyl)-amine as colorless oil, MS: 443(MH+, 1Br). Starting materials: ClC=1C(=NC2=CC=C(C=C2N1)C(=O)OC)C1=CC=C(C=C1)F (methyl 3-chloro-2-(4-fluorophenyl)quinoxaline-6-carboxylate), CC1CNCCC1 (3-methylpiperidine). Solvent: CS(=O)C (DMSO). Reaction conditions: temperature 110 celsius, time 8 hour. The product is FC1=CC=C(C=C1)C1=NC2=CC=C(C=C2N=C1N1CC(CCC1)C)C(=O)O (2-(4-Fluorophenyl)-3-(3-methylpiperidin-1-yl)quinoxaline-6-carboxylic acid). As a reaction SMILES: Cl[C:2]1[C:3]([C:16]2[CH:21]=[CH:20][C:19]([F:22])=[CH:18][CH:17]=2)=[N:4][C:5]2[C:10]([N:11]=1)=[CH:9][C:8]([C:12]([O:14]C)=[O:13])=[CH:7][CH:6]=2.[CH3:23][CH:24]1[CH2:29][CH2:28][CH2:27][NH:26][CH2:25]1>CS(C)=O>[F:22][C:19]1[CH:20]=[CH:21][C:16]([C:3]2[C:2]([N:26]3[CH2:27][CH2:28][CH2:29][CH:24]([CH3:23])[CH2:25]3)=[N:11][C:10]3[C:5](=[CH:6][CH:7]=[C:8]([C:12]([OH:14])=[O:13])[CH:9]=3)[N:4]=2)=[CH:17][CH:18]=1. Procedure details: Into a 8-mL sealed tube, was placed methyl 3-chloro-2-(4-fluorophenyl)quinoxaline-6-carboxylate (200 mg, 0.63 mmol, 1.00 equiv), 3-methylpiperidine (313 mg, 3.16 mmol, 5.00 equiv), DMSO (3 mL). The resulting solution was stirred for overnight at 110° C. in an oil bath. The reaction was then quenched by the addition of water. The pH value of the aqueous solution was adjusted to 3-4 with 1N hydrogen chloride. The resulting solids were collected by filtration. The crude product (240 mg) was purifie... Product: NC1=N[C@](C(C(N1C)=O)(C)C)(C)C1=C(C=CC(=C1)[N+](=O)[O-])F ((S)-2-amino-6-(2-fluoro-5-nitro-phenyl)-3,5,5,6-tetramethyl-5,6-dihydro-3H-pyrimidin-4-one). Reported procedure: To a solution of [(S)-4-(2-fluoro-phenyl)-1,4,5,5-tetramethyl-6-oxo-1,4,5,6-tetrahydro-pyrimidin-2-yl]-carbamic acid tert-butyl ester (intermediate E7, 0.27 g) in sulfuric acid (98%, 3.1 ml) was added at 0° C. fuming nitric acid (0.05 ml) and the reaction mixture was allowed to warm to 22° over 30 min. The mixture was slowly added to 20 ml ice cold water, the pH was adjusted to 7 using aqueous 4N NaOH and extracted with ethyl acetate. The organic layer was washed with water, dried and evaporated... Solvent: S(O)(O)(=O)=O (sulfuric acid). As a reaction SMILES: C(OC(=O)[NH:7][C:8]1[N:9]([CH3:25])[C:10](=[O:24])[C:11]([CH3:23])([CH3:22])[C@:12]([C:15]2[CH:20]=[CH:19][CH:18]=[CH:17][C:16]=2[F:21])([CH3:14])[N:13]=1)(C)(C)C.[N+:27]([O-])([OH:29])=[O:28].[OH-].[Na+]>S(=O)(=O)(O)O>[NH2:7][C:8]1[N:9]([CH3:25])[C:10](=[O:24])[C:11]([CH3:23])([CH3:22])[C@:12]([C:15]2[CH:20]=[C:19]([N+:27]([O-:29])=[O:28])[CH:18]=[CH:17][C:16]=2[F:21])([CH3:14])[N:13]=1 |f:2.3|. Reactants: ice, [OH-].[Na+] (NaOH), C(C)(C)(C)OC(NC=1N(C(C([C@@](N1)(C)C1=C(C=CC=C1)F)(C)C)=O)C)=O ([(S)-4-(2-fluoro-phenyl)-1,4,5,5-tetramethyl-6-oxo-1,4,5,6-tetrahydro-pyrimidin-2-yl]-carbamic acid tert-butyl ester), C(C)(C)(C)OC(NC=1N(C(C([C@@](N1)(C)C1=C(C=CC=C1)F)(C)C)=O)C)=O ([(S)-4-(2-fluoro-phenyl)-1,4,5,5-tetramethyl-6-oxo-1,4,5,6-tetrahydro-pyrimidin-2-yl]-carbamic acid tert-butyl ester), [N+](=O)(O)[O-] (nitric acid). The reactants are CC1=C(C(=O)OCC)C=CC=N1 (ethyl 2-methylnicotinate), [H-].[Na+] (NaH), C(C)(C)(C)O (tert-butanol), C(C1=CC=C(C=C1)OC)=O (para-anisaldehyde), ice water. Run in O (H2O), C(C)(=O)O (acetic acid), CN(C)C=O (DMF), CN(C)C=O (DMF), CN(C)C=O (DMF). Run at temperature 80 celsius, time 1 hour. The product is COC1=CC=C(C=C1)C=CC1=C(C(=O)O)C=CC=N1 (2-[2-(4-Methoxyphenyl)ethenyl]nicotinic Acid). Isolated yield 42.0%. As a reaction SMILES: [H-].[Na+].C(O)(C)(C)C.[CH3:8][C:9]1[N:19]=[CH:18][CH:17]=[CH:16][C:10]=1[C:11]([O:13]CC)=[O:12].[CH:20](=O)[C:21]1[CH:26]=[CH:25][C:24]([O:27][CH3:28])=[CH:23][CH:22]=1>CN(C=O)C.O.C(O)(=O)C>[CH3:28][O:27][C:24]1[CH:25]=[CH:26][C:21]([CH:20]=[CH:8][C:9]2[N:19]=[CH:18][CH:17]=[CH:16][C:10]=2[C:11]([OH:13])=[O:12])=[CH:22][CH:23]=1 |f:0.1|. Procedure: A mixture of NaH (60% dispersion in mineral oil, 7.4 g, 0.185 mole), tert-butanol (11.12 g, 0.15 mole), and anhydrous DMF (100 mL) was carefully warmed at 80° C. until gas evolution ceased, then was cooled to 0° C. under argon. A solution of ethyl 2-methylnicotinate (7.7 mL, 0.050 mole) in anhydrous DMF (17 mL) was added dropwise over 3 min, and the reddish-orange mixture was stirred at 0° C. for 1 hr. A solution of para-anisaldehyde (7.3 mL, 0.060 mL) in anhydrous DMF (17 mL) was added dropwise... Reactants: COC(C1=CC=C(C=C1)O)=O (p-hydroxybenzoic acid methyl ester), BrC(C)CCCC(C)C (2-bromo-6-methyl heptane). The product is COC(C1=CC=C(C=C1)OC(CCCC(C)C)C)=O (p-[(1,5,-dimethylhexyl)oxy]benzoic acid methyl ester). Reaction SMILES: [CH3:1][O:2][C:3](=[O:11])[C:4]1[CH:9]=[CH:8][C:7]([OH:10])=[CH:6][CH:5]=1.Br[CH:13]([CH2:15][CH2:16][CH2:17][CH:18]([CH3:20])[CH3:19])[CH3:14]>>[CH3:1][O:2][C:3](=[O:11])[C:4]1[CH:9]=[CH:8][C:7]([O:10][CH:13]([CH3:14])[CH2:15][CH2:16][CH2:17][CH:18]([CH3:20])[CH3:19])=[CH:6][CH:5]=1. Procedure: By utilizing the procedure of Example 19, by reacting p-hydroxybenzoic acid methyl ester with 2-bromo-6-methyl heptane, there is obtained p-[(1,5,-dimethylhexyl)oxy]benzoic acid methyl ester; B.P. 132°-134° C/.1 mmHg. The reactants are O=C([O-])O, O=c1oc(COCc2ccccc2)cc2c([N+](=O)[O-])cccc12, CO, ClC(Cl)Cl, [Cl-], [Cl-], [Cl-], [Na+], O, [Ti+3]. The product is Nc1cccc2c(=O)oc(COCc3ccccc3)cc12. As a reaction SMILES: [C:29](=[O:30])([OH:31])[O-:32].[CH2:1]([c:2]1[cH:3][cH:4][cH:5][cH:6][cH:7]1)[O:8][CH2:9][c:10]1[o:11][c:12](=[O:13])[c:14]2[cH:15][cH:16][cH:17][c:18]([N+:21]([O-:22])=[O:23])[c:19]2[cH:20]1.[CH3:34][OH:35].[CH:25]([Cl:26])([Cl:27])[Cl:28].[Cl-:36].[Cl-:37].[Cl-:38].[Na+:33].[OH2:24].[Ti+3:39]>>[CH2:1]([c:2]1[cH:3][cH:4][cH:5][cH:6][cH:7]1)[O:8][CH2:9][c:10]1[o:11][c:12](=[O:13])[c:14]2[cH:15][cH:16][cH:17][c:18]([NH2:21])[c:19]2[cH:20]1.